describe an organic reaction: reactants, conditions, products, and yield From a dataset of the Open Reaction Database (ORD), a public repository of structured organic reaction records. Reactants: C(C=1C(O)=CC=CC1)(=O)N (Salicylamide), C(CCCCCCCCC)Br (decyl bromide), [Na] (sodium). Solvent: C(C)O (ethanol). Run at time 2.25 hour. Yields the product C(CCCCCCCCC)OC1=C(C(=O)N)C=CC=C1 (2-decyloxybenzamide). RXN SMILES: [C:1]([NH2:10])(=[O:9])[C:2]1[C:3](=[CH:5][CH:6]=[CH:7][CH:8]=1)[OH:4].[CH2:11](Br)[CH2:12][CH2:13][CH2:14][CH2:15][CH2:16][CH2:17][CH2:18][CH2:19][CH3:20].[Na]>C(O)C>[CH2:11]([O:4][C:3]1[CH:5]=[CH:6][CH:7]=[CH:8][C:2]=1[C:1]([NH2:10])=[O:9])[CH2:12][CH2:13][CH2:14][CH2:15][CH2:16][CH2:17][CH2:18][CH2:19][CH3:20] |^1:21|. Procedure: Salicylamide (27.4 g.) and decyl bromide (48.3 ml.) were added to a solution of sodium (4.6 g.) in ethanol (175 ml.) and the mixture was heated to reflux with stirring for 2.25 hours. Most of the ethanol was removed by evaporation in vacuo and the residue was poured into water (350 ml.). The oil which separated solidified, and was filtered off and triturated with 2N sodium hydroxide (150 ml.). The solid was filtered off, washed with water (100 ml.), dried over phosphoric oxide, and recrystallise... Starting materials: O=C1CCCC(=O)O1, CC(C)(C)c1cc(Nc2ccccc2)cc(C(C)(C)C)c1O, [Na+], [OH-], O. Yields the product CC(C)(C)c1cc(N(C(=O)CCCC(=O)O)c2ccccc2)cc(C(C)(C)C)c1O. Reaction SMILES: [C:23]1(=[O:30])[CH2:24][CH2:25][CH2:26][C:27](=[O:28])[O:29]1.[NH:1]([c:2]1[cH:3][cH:4][cH:5][cH:6][cH:7]1)[c:8]1[cH:9][c:10]([C:19]([CH3:20])([CH3:21])[CH3:22])[c:11]([OH:18])[c:12]([C:14]([CH3:15])([CH3:16])[CH3:17])[cH:13]1.[Na+:32].[OH-:31].[OH2:33]>>[N:1]([c:2]1[cH:3][cH:4][cH:5][cH:6][cH:7]1)([c:8]1[cH:9][c:10]([C:19]([CH3:20])([CH3:21])[CH3:22])[c:11]([OH:18])[c:12]([C:14]([CH3:15])([CH3:16])[CH3:17])[cH:13]1)[C:23]([CH2:24][CH2:25][CH2:26][C:27](=[O:28])[OH:29])=[O:30]. The reactants are CCOP(=O)(CC(=O)C(Cc1csc2ccccc12)NC(C)=O)OCC, O=Cc1cc(C(F)(F)F)cc(C(F)(F)F)c1, [H-], [Na+], C1CCOC1. The product is CC(=O)NC(Cc1csc2ccccc12)C(=O)C=Cc1cc(C(F)(F)F)cc(C(F)(F)F)c1. Reaction SMILES: [C:1]([CH3:2])(=[O:3])[NH:4][CH:5]([CH2:6][c:7]1[c:8]2[c:9]([s:10][cH:11]1)[cH:12][cH:13][cH:14][cH:15]2)[C:16]([CH2:17][P:18]([O:19][CH2:20][CH3:21])([O:22][CH2:23][CH3:24])=[O:25])=[O:26].[F:29][C:30]([c:31]1[cH:32][c:33]([CH:34]=[O:35])[cH:36][c:37]([C:39]([F:40])([F:41])[F:42])[cH:38]1)([F:43])[F:44].[H-:27].[Na+:28].[O:45]1[CH2:46][CH2:47][CH2:48][CH2:49]1>>[C:1]([CH3:2])(=[O:3])[NH:4][CH:5]([CH2:6][c:7]1[c:8]2[c:9]([s:10][cH:11]1)[cH:12][cH:13][cH:14][cH:15]2)[C:16]([CH:17]=[CH:34][c:33]1[cH:32][c:31]([C:30]([F:29])([F:43])[F:44])[cH:38][c:37]([C:39]([F:40])([F:41])[F:42])[cH:36]1)=[O:26]. Starting materials: COc1ccc(Nc2ccc(OCc3ccccc3)cc2)c(C(C)=O)c1, ClC(Cl)Cl. Yields the product COc1ccc(Nc2ccc(O)cc2)c(C(C)=O)c1. Reaction SMILES: [CH2:1]([c:2]1[cH:3][cH:4][cH:5][cH:6][cH:7]1)[O:8][c:9]1[cH:10][cH:11][c:12]([NH:15][c:16]2[c:17]([C:24]([CH3:25])=[O:26])[cH:18][c:19]([O:22][CH3:23])[cH:20][cH:21]2)[cH:13][cH:14]1.[CH:27]([Cl:28])([Cl:29])[Cl:30]>>[OH:8][c:9]1[cH:10][cH:11][c:12]([NH:15][c:16]2[c:17]([C:24]([CH3:25])=[O:26])[cH:18][c:19]([O:22][CH3:23])[cH:20][cH:21]2)[cH:13][cH:14]1. Product: N=C(N)NC(=O)c1cnn(-c2cccc3ncccc23)c1C1CC1. The reactants are O=C(O)c1cnn(-c2cccc3ncccc23)c1C1CC1, [Cl-], Cl, N=C(N)N, [Na+], C1CCOC1, [OH-]. Reaction SMILES: [CH:9]1([c:12]2[c:13]([C:27](=[O:28])[OH:29])[cH:14][n:15][n:16]2-[c:17]2[c:18]3[cH:19][cH:20][cH:21][n:22][c:23]3[cH:24][cH:25][cH:26]2)[CH2:10][CH2:11]1.[Cl-:8].[ClH:1].[NH2:2][C:3](=[NH:4])[NH2:5].[Na+:7].[O:30]1[CH2:31][CH2:32][CH2:33][CH2:34]1.[OH-:6]>>[NH:2]=[C:3]([NH:4][C:27]([c:13]1[c:12]([CH:9]2[CH2:10][CH2:11]2)[n:16](-[c:17]2[c:18]3[cH:19][cH:20][cH:21][n:22][c:23]3[cH:24][cH:25][cH:26]2)[n:15][cH:14]1)=[O:28])[NH2:5]. Reactants: CCOC(=O)C1CCCCN1C(=O)c1ccccc1, C1CCOC1, CI, [Li]CCCC, CC(C)NC(C)C. Yields the product CCOC(=O)C1(C)CCCCN1C(=O)c1ccccc1. Reaction SMILES: [CH2:13]([CH3:14])[O:15][C:16](=[O:17])[CH:18]1[N:19]([C:24]([c:25]2[cH:26][cH:27][cH:28][cH:29][cH:30]2)=[O:31])[CH2:20][CH2:21][CH2:22][CH2:23]1.[CH2:34]1[O:35][CH2:36][CH2:37][CH2:38]1.[CH3:32][I:33].[CH3:8][CH2:9][CH2:10][CH2:11][Li:12].[CH:1]([NH:2][CH:3]([CH3:4])[CH3:5])([CH3:6])[CH3:7]>>[CH3:1][C:18]1([C:16]([O:15][CH2:13][CH3:14])=[O:17])[N:19]([C:24]([c:25]2[cH:26][cH:27][cH:28][cH:29][cH:30]2)=[O:31])[CH2:20][CH2:21][CH2:22][CH2:23]1. Product: O=C[C@H](O)[C@@H](O)[C@H](O)[C@H](O)CO (glucose). Procedure details: Caco-2 cells (5×104) were seeded in a 48-well plate and maintained in culture medium (DMEM with 10% FBS, 1% nonessential amino acids, L-glutamine, penicillin G (100 U/mL), streptomycin (10 μg/mL), and amphotericin B (2.5 μg/mL) in a 37° C. incubator for 10 days for the cells to differentiate. The culture medium was changed once every two days. The cells were then washed with PBS before replenishing with the culture medium containing 5% FBS and various astragalosides at the indicated concentratio... Run at time 2 day. RXN SMILES: N[C@H](C(O)=O)CCC(=[O:7])N.CC1(C)S[C@@H]2[C@H](NC(CC3C=CC=CC=3)=O)C(=O)N2[C@H]1C(O)=O.C[C@@H]1O[C@@H](O[C@H]2[C@H](O)[C@@H](O)[C@H](NC(N)=N)[C@@H](O)[C@@H]2NC(N)=N)[C@H]([O:58][C@@H:59]2[O:64][C@@H:63]([CH2:65][OH:66])[C@H:62]([OH:67])[C@@H:61]([OH:68])[C@@H:60]2NC)[C@@]1(O)C=O.C[C@@H]1[C@@H](O)[C@@H](C)[C@H](C)OC(=O)C[C@H](O)C[C@H](O)CC[C@@H](O)[C@H](O)C[C@H](O)C[C@@]2(O)O[C@H]([C@H](C(O)=O)[C@@H](O)C2)C[C@@H](O[C@@H]2O[C@H](C)[C@@H](O)[C@H](N)[C@@H]2O)C=CC=CC=CC=CC=CC=CC=C1>>[O:66]=[CH:65][C@@H:63]([C@H:62]([C@@H:61]([C@@H:60]([CH2:59][OH:58])[OH:7])[OH:68])[OH:67])[OH:64]. The reactants are amino acids, N[C@@H](CCC(N)=O)C(=O)O (L-glutamine), CC1([C@@H](N2[C@H](S1)[C@@H](C2=O)NC(=O)CC=3C=CC=CC3)C(=O)O)C (penicillin G), C[C@H]1[C@@]([C@H]([C@@H](O1)O[C@@H]2[C@H]([C@@H]([C@H]([C@@H]([C@H]2O)O)NC(=N)N)O)NC(=N)N)O[C@H]3[C@H]([C@@H]([C@H]([C@@H](O3)CO)O)O)NC)(C=O)O (streptomycin), C[C@H]1/C=C/C=C/C=C/C=C/C=C/C=C/C=C/[C@@H](C[C@H]2[C@@H]([C@H](C[C@](O2)(C[C@H](C[C@H]([C@@H](CC[C@H](C[C@H](CC(=O)O[C@H]([C@@H]([C@@H]1O)C)C)O)O)O)O)O)O)O)C(=O)O)O[C@H]3[C@H]([C@H]([C@@H]([C@H](O3)C)O)N)O (amphotericin B). Starting materials: C1(=CC=CC=C1)S(=O)(=O)Cl (benzenesulfonyl chloride), [Cl-].[NH4+] (ammonium chloride), COC1=C(C=CC(=C1)OC)CN(C)CC1=CNC(=C1F)C=1C(=NC=CC1)F (1-(2,4-dimethoxyphenyl)-N-{[4-fluoro-5-(2-fluoropyridin-3-yl)-1H-pyrrol-3-yl]methyl}-N-methylmethanamine), [H-].[Na+] (sodium hydride), C1COCCOCCOCCOCCO1 (15-crown-5). Solvent: O (water), O1CCCC1 (tetrahydrofuran). Conditions: time 30 minute. Product: COC1=C(C=CC(=C1)OC)CN(C)CC1=CN(C(=C1F)C=1C(=NC=CC1)F)S(=O)(=O)C1=CC=CC=C1 (1-(2,4-dimethoxyphenyl)-N-{[4-fluoro-5-(2-fluoropyridin-3-yl)-1-(phenylsulfonyl)-1H-pyrrol-3-yl]methyl}-N-methylmethanamine). Yield: 72.0%. As a reaction SMILES: [CH3:1][O:2][C:3]1[CH:8]=[C:7]([O:9][CH3:10])[CH:6]=[CH:5][C:4]=1[CH2:11][N:12]([CH2:14][C:15]1[C:19]([F:20])=[C:18]([C:21]2[C:22]([F:27])=[N:23][CH:24]=[CH:25][CH:26]=2)[NH:17][CH:16]=1)[CH3:13].[H-].[Na+].C1OCCOCCOCCOCCOC1.[C:45]1([S:51](Cl)(=[O:53])=[O:52])[CH:50]=[CH:49][CH:48]=[CH:47][CH:46]=1.[Cl-].[NH4+]>O1CCCC1.O>[CH3:1][O:2][C:3]1[CH:8]=[C:7]([O:9][CH3:10])[CH:6]=[CH:5][C:4]=1[CH2:11][N:12]([CH2:14][C:15]1[C:19]([F:20])=[C:18]([C:21]2[C:22]([F:27])=[N:23][CH:24]=[CH:25][CH:26]=2)[N:17]([S:51]([C:45]2[CH:50]=[CH:49][CH:48]=[CH:47][CH:46]=2)(=[O:53])=[O:52])[CH:16]=1)[CH3:13] |f:1.2,5.6|. Reported procedure: To a solution of 1-(2,4-dimethoxyphenyl)-N-{[4-fluoro-5-(2-fluoropyridin-3-yl)-1H-pyrrol-3-yl]methyl}-N-methylmethanamine (2.98 g) in tetrahydrofuran (20 mL) was added sodium hydride (60% in oil, 421 mg) under ice-cooling. After stirring at the same temperature for 30 min, 15-crown-5 (1.80 mL) was added dropwise. After further stirring for 15 min, benzenesulfonyl chloride (1.15 mL) was added dropwise. After stirring for 1 hr at the same temperature, saturated aqueous ammonium chloride solution a...